From a dataset of the Open Reaction Database (ORD), a public repository of structured organic reaction records. describe an organic reaction: reactants, conditions, products, and yield Reactants: COCCc1ccc(OCOC)cc1 (substrate), Cc1ccc([Mg]Br)cc1 (effective_coupling_partner). The reagents and catalysts are c7ccc(c6cc(c1ccccc1)n(c2ccccc2NC(c3ccccc3)P(C4CCCCC4)C5CCCCC5)n6)cc7. Run at temperature 120 celsius, time 16 hour. Yields the product COCCc2ccc(c1ccc(C)cc1)cc2. The reactants are C(C)OC(C(N1CCC(CC1)C1=CC=C(C=C1)C=1C=NC(=CC1)NC=1C=NC(=CC1)C(F)(F)F)=O)=O (Oxo-(4-{4-[6-(6-trifluoromethyl-pyridin-3-ylamino)-pyridin-3-yl]-phenyl}-piperidin-1-yl)-acetic acid ethyl ester), [Li+].[OH-] (LiOH). Run in C1CCOC1.CO.CN(C)C=O (THF MeOH DMF). Run at time 18 hour. Product: O=C(C(=O)O)N1CCC(CC1)C1=CC=C(C=C1)C=1C=NC(=CC1)NC=1C=NC(=CC1)C(F)(F)F (Oxo-(4-{4-[6-(6-trifluoromethyl-pyridin-3-ylamino)-pyridin-3-yl]-phenyl}-piperidin-1-yl)-acetic acid). Reaction SMILES: C([O:3][C:4](=[O:36])[C:5](=[O:35])[N:6]1[CH2:11][CH2:10][CH:9]([C:12]2[CH:17]=[CH:16][C:15]([C:18]3[CH:19]=[N:20][C:21]([NH:24][C:25]4[CH:26]=[N:27][C:28]([C:31]([F:34])([F:33])[F:32])=[CH:29][CH:30]=4)=[CH:22][CH:23]=3)=[CH:14][CH:13]=2)[CH2:8][CH2:7]1)C.[Li+].[OH-]>C1COCC1.CO.CN(C=O)C>[O:35]=[C:5]([N:6]1[CH2:7][CH2:8][CH:9]([C:12]2[CH:13]=[CH:14][C:15]([C:18]3[CH:19]=[N:20][C:21]([NH:24][C:25]4[CH:26]=[N:27][C:28]([C:31]([F:33])([F:34])[F:32])=[CH:29][CH:30]=4)=[CH:22][CH:23]=3)=[CH:16][CH:17]=2)[CH2:10][CH2:11]1)[C:4]([OH:36])=[O:3] |f:1.2,3.4.5|. Procedure details: Oxo-(4-{4-[6-(6-trifluoromethyl-pyridin-3-ylamino)-pyridin-3-yl]-phenyl}-piperidin-1-yl)-acetic acid ethyl ester (229 mg, 0.46 mmol) was dissolved in THF/MeOH/DMF (3:1:1, 5 mL) and to the solution was added aqueous LiOH (4M, 1 mL). The mixture was stirred at room temperature for 18 hours, then the reaction mixture was filtered and purified by reverse-phase preparative HPLC to give the title compound: 1H NMR (400 MHz, DMSO-d6) δ ppm 1.41 (m, 1 H) 1.52 (m, 1 H) 1.76 (td, J=13.89, 1.52 Hz, 2 H) 2.7... The reactants are COC(=O)c1cnc(N2CCN(S(=O)(=O)c3ccc(C(F)(F)F)cc3)C(C(=O)NCc3ccc(C(C)C)cc3)C2)cn1, CO, Cl, [Na+], C1CCOC1, [OH-]. Yields the product CC(C)c1ccc(CNC(=O)C2CN(c3cnc(C(=O)O)cn3)CCN2S(=O)(=O)c2ccc(C(F)(F)F)cc2)cc1. Reaction SMILES: [CH3:1][O:2][C:3](=[O:4])[c:5]1[n:6][cH:7][c:8]([N:11]2[CH2:12][CH:13]([C:30]([NH:31][CH2:32][c:33]3[cH:34][cH:35][c:36]([CH:39]([CH3:40])[CH3:41])[cH:37][cH:38]3)=[O:42])[N:14]([S:17](=[O:18])(=[O:19])[c:20]3[cH:21][cH:22][c:23]([C:26]([F:27])([F:28])[F:29])[cH:24][cH:25]3)[CH2:15][CH2:16]2)[n:9][cH:10]1.[CH3:51][OH:52].[ClH:45].[Na+:44].[O:46]1[CH2:47][CH2:48][CH2:49][CH2:50]1.[OH-:43]>>[O:2]=[C:3]([OH:4])[c:5]1[n:6][cH:7][c:8]([N:11]2[CH2:12][CH:13]([C:30]([NH:31][CH2:32][c:33]3[cH:34][cH:35][c:36]([CH:39]([CH3:40])[CH3:41])[cH:37][cH:38]3)=[O:42])[N:14]([S:17](=[O:18])(=[O:19])[c:20]3[cH:21][cH:22][c:23]([C:26]([F:27])([F:28])[F:29])[cH:24][cH:25]3)[CH2:15][CH2:16]2)[n:9][cH:10]1. Starting materials: BrC=1C=NC(=NC1)I (5-Bromo-2-iodopyrimidine), FC1=C(C=CC(=C1F)OCCCCCCCC)C1=NC=C(C=N1)Br (2-(2',3'-Difluoro-4'-octyloxyphenyl)-5-bromopyrimidine), C(#N)C1=CC=C(C=C1)B(O)O (4-cyanophenylboronic acid), C([O-])([O-])=O.[Na+].[Na+] (sodium carbonate). The reagents and catalysts are C=1C=CC(=CC1)[P](C=2C=CC=CC2)(C=3C=CC=CC3)[Pd]([P](C=4C=CC=CC4)(C=5C=CC=CC5)C=6C=CC=CC6)([P](C=7C=CC=CC7)(C=8C=CC=CC8)C=9C=CC=CC9)[P](C=1C=CC=CC1)(C=1C=CC=CC1)C=1C=CC=CC1 (tetrakis(triphenylphosphine)palladium). Run in COCCOC (DME). Product: C(#N)C1=CC=C(C=C1)C1=NC=C(C=N1)Br (2-(4'-Cyanophenyl)-5-bromopyrimidine). Isolated yield 81.1%. Reaction SMILES: [Br:1][C:2]1[CH:3]=[N:4][C:5](I)=[N:6][CH:7]=1.[C:9]([C:11]1[CH:16]=[CH:15][C:14](B(O)O)=[CH:13][CH:12]=1)#[N:10].C(=O)([O-])[O-].[Na+].[Na+].FC1C(F)=C(OCCCCCCCC)C=CC=1C1N=CC(Br)=CN=1>C1C=CC([P]([Pd]([P](C2C=CC=CC=2)(C2C=CC=CC=2)C2C=CC=CC=2)([P](C2C=CC=CC=2)(C2C=CC=CC=2)C2C=CC=CC=2)[P](C2C=CC=CC=2)(C2C=CC=CC=2)C2C=CC=CC=2)(C2C=CC=CC=2)C2C=CC=CC=2)=CC=1.COCCOC>[C:9]([C:11]1[CH:16]=[CH:15][C:14]([C:5]2[N:4]=[CH:3][C:2]([Br:1])=[CH:7][N:6]=2)=[CH:13][CH:12]=1)#[N:10] |f:2.3.4,^1:53,55,74,93|. Procedure: --Quantities: 5-bromo-2-iodopyrimidine 2 (2.50 g, 8.77 mmol), 4-cyanophenylboronic acid 13 (1.42 g, 9.65 mmol), tetrakis(triphenylphosphine)palladium (304 mg, 0.26 mmol), DME (50 ml), aqueous 2M sodium carbonate (50 ml). The experimental procedure was as described for compound 4 to yield the cyanophenylpyrimidine 14 (1.85 g, 81%) (from MeOH), m.p. 222° C.; νmax /cm-1 (KBr) 2200 (CN), 1520, 1420s, 1120, 1015, 860 and 790; δ 7.76 (2H, d, 3'- and 5'-H), 8.54 (2H, d, 2'- and 6'-H) and 8.83 (2H, s, 4...